Dataset: the Open Reaction Database (ORD), a public repository of structured organic reaction records. Task: describe an organic reaction: reactants, conditions, products, and yield Starting materials: O=C([O-])[O-], C1COCCO1, ClCCl, OB(O)c1cccnc1F, [Na+], [Na+], O, c1ccc(P(c2ccccc2)(c2ccccc2)[Pd](P(c2ccccc2)(c2ccccc2)c2ccccc2)(P(c2ccccc2)(c2ccccc2)c2ccccc2)P(c2ccccc2)(c2ccccc2)c2ccccc2)cc1, O=C(c1ccc(Oc2nccnc2Cl)cc1)c1nc2ccccc2[nH]1. Yields the product O=C(c1ccc(Oc2nccnc2-c2cccnc2F)cc1)c1nc2ccccc2[nH]1. As a reaction SMILES: [C:37](=[O:38])([O-:39])[O-:40].[CH2:43]1[O:44][CH2:45][CH2:46][O:47][CH2:48]1.[Cl:49][CH2:50][Cl:51].[F:26][c:27]1[n:28][cH:29][cH:30][cH:31][c:32]1[B:33]([OH:34])[OH:35].[Na+:41].[Na+:42].[OH2:36].[cH:52]1[cH:53][cH:54][c:55]([P:56]([Pd:57]([P:58]([c:59]2[cH:60][cH:61][cH:62][cH:63][cH:64]2)([c:65]2[cH:66][cH:67][cH:68][cH:69][cH:70]2)[c:71]2[cH:72][cH:73][cH:74][cH:75][cH:76]2)([P:77]([c:78]2[cH:79][cH:80][cH:81][cH:82][cH:83]2)([c:84]2[cH:85][cH:86][cH:87][cH:88][cH:89]2)[c:90]2[cH:91][cH:92][cH:93][cH:94][cH:95]2)[P:96]([c:97]2[cH:98][cH:99][cH:100][cH:101][cH:102]2)([c:103]2[cH:104][cH:105][cH:106][cH:107][cH:108]2)[c:109]2[cH:110][cH:111][cH:112][cH:113][cH:114]2)([c:115]2[cH:116][cH:117][cH:118][cH:119][cH:120]2)[c:121]2[cH:122][cH:123][cH:124][cH:125][cH:126]2)[cH:127][cH:128]1.[nH:1]1[c:2]([C:10](=[O:11])[c:12]2[cH:13][cH:14][c:15]([O:18][c:19]3[n:20][cH:21][cH:22][n:23][c:24]3[Cl:25])[cH:16][cH:17]2)[n:3][c:4]2[c:5]1[cH:6][cH:7][cH:8][cH:9]2>>[nH:1]1[c:2]([C:10](=[O:11])[c:12]2[cH:13][cH:14][c:15]([O:18][c:19]3[n:20][cH:21][cH:22][n:23][c:24]3-[c:32]3[c:27]([F:26])[n:28][cH:29][cH:30][cH:31]3)[cH:16][cH:17]2)[n:3][c:4]2[c:5]1[cH:6][cH:7][cH:8][cH:9]2. Reactants: C(C)(C)(C)OC(=O)N1[C@@H]([C@H](CC1)OS(=O)(=O)C)C(NCC1=C(C(=CC=C1)Cl)F)=O ((2S,3S)-2-(3-chloro-2-fluoro-benzylcarbamoyl)-3-methanesulfonyloxy-pyrrolidine-1-carboxylic acid tert-butyl ester), [N-]=[N+]=[N-].[Na+] (NaN3). Run in CN(C)C=O (DMF). Run at temperature 110 celsius, time 60 hour. The product is C(C)(C)(C)OC(=O)N1[C@@H]([C@@H](CC1)N=[N+]=[N-])C(NCC1=C(C(=CC=C1)Cl)F)=O ((2S,3R)-3-Azido-2-(3-chloro-2-fluoro-benzylcarbamoyl)-pyrrolidine-1-carboxylic acid tert-butyl ester). Reaction SMILES: [C:1]([O:5][C:6]([N:8]1[CH2:12][CH2:11][C@H:10](OS(C)(=O)=O)[C@H:9]1[C:18](=[O:29])[NH:19][CH2:20][C:21]1[CH:26]=[CH:25][CH:24]=[C:23]([Cl:27])[C:22]=1[F:28])=[O:7])([CH3:4])([CH3:3])[CH3:2].[N-:30]=[N+:31]=[N-:32].[Na+]>CN(C=O)C>[C:1]([O:5][C:6]([N:8]1[CH2:12][CH2:11][C@@H:10]([N:30]=[N+:31]=[N-:32])[C@H:9]1[C:18](=[O:29])[NH:19][CH2:20][C:21]1[CH:26]=[CH:25][CH:24]=[C:23]([Cl:27])[C:22]=1[F:28])=[O:7])([CH3:4])([CH3:3])[CH3:2] |f:1.2|. Procedure: A mixture of (2S,3S)-2-(3-chloro-2-fluoro-benzylcarbamoyl)-3-methanesulfonyloxy-pyrrolidine-1-carboxylic acid tert-butyl ester (1.60 g, 2.35 mmol) and NaN3 (0.370 g, 5.67 mmol) in dry DMF (12 mL) was stirred at 110° C. for 60 h. The mixture was partitioned between water and EtOAc. The aqueous layer was extracted with EtOAc (3×), the combined organics were washed with brine, dried (phase separator) and concentrated in vacuo. The crude product was purified by flash column chromatography on silica ... The reactants are C1=CC(=C[N+](=C1)[C@H]2[C@@H]([C@@H]([C@H](O2)COP(=O)(O)OP(=O)(O)OC[C@@H]3[C@H]([C@H]([C@@H](O3)N4C=NC5=C4N=CN=C5N)OP(=O)(O)O)O)O)O)C(=O)N (NADP+), P(=O)(O)(O)OC[C@H]([C@H]([C@@H]([C@H](C=O)O)O)O)O (glucose 6-phosphate). Run in C(C(CO)(CO)N)O (Tris). The product is C=1N=C(C2=C(N1)N(C=N2)[C@H]3[C@@H]([C@@H]([C@H](O3)COP(=O)(O)OP(=O)(O)OC[C@@H]4[C@H]([C@H]([C@@H](O4)N5C=CCC(=C5)C(=O)N)O)O)O)OP(=O)(O)O)N (NADPH). As a reaction SMILES: [CH:1]1[CH:6]=[N+:5]([C@@H:7]2[O:11][C@H:10]([CH2:12][O:13][P:14]([O:17][P:18]([O:21][CH2:22][C@H:23]3[O:27][C@@H:26]([N:28]4[C:32]5[N:33]=[CH:34][N:35]=[C:36]([NH2:37])[C:31]=5[N:30]=[CH:29]4)[C@H:25]([O:38][P:39]([OH:42])([OH:41])=[O:40])[C@@H:24]3[OH:43])([OH:20])=[O:19])([OH:16])=[O:15])[C@@H:9]([OH:44])[C@H:8]2[OH:45])[CH:4]=[C:3]([C:46]([NH2:48])=[O:47])[CH:2]=1.P(OC[C@@H](O)[C@@H](O)[C@H](O)[C@@H](O)C=O)(O)(O)=O>C(O)C(N)(CO)CO>[CH:34]1[N:35]=[C:36]([NH2:37])[C:31]2[N:30]=[CH:29][N:28]([C@@H:26]3[O:27][C@H:23]([CH2:22][O:21][P:18]([O:17][P:14]([O:13][CH2:12][C@H:10]4[O:11][C@@H:7]([N:5]5[CH:4]=[C:3]([C:46]([NH2:48])=[O:47])[CH2:2][CH:1]=[CH:6]5)[C@H:8]([OH:45])[C@@H:9]4[OH:44])([OH:16])=[O:15])([OH:20])=[O:19])[C@@H:24]([OH:43])[C@H:25]3[O:38][P:39]([OH:42])([OH:41])=[O:40])[C:32]=2[N:33]=1. Procedure: A mixture of substrate (5 mM), oxidized cofactor NADP+ (10 μM), glucose 6-phosphate (20 mM) in 50 mM Tris buffer pH 7.5 (0.8 ml) was admixed with G6PDH (10 u), after the enzyme (100-200 μg) had been added, and the reaction was carried out at 30° C. (140 rpm) for 48 hours. The reactants are CC(C)(C)[Si](C)(C)OC1C=CC(O)C1, Cc1ccccc1. As a reaction SMILES: [C:1]([CH3:2])([CH3:3])([CH3:4])[Si:5]([O:6][CH:7]1[CH:8]=[CH:9][CH:10]([OH:12])[CH2:11]1)([CH3:13])[CH3:14].[CH3:15][c:16]1[cH:17][cH:18][cH:19][cH:20][cH:21]1>>[C:1]([CH3:2])([CH3:3])([CH3:4])[Si:5]([O:6][CH:7]1[CH2:8][CH2:9][CH:10]([OH:12])[CH2:11]1)([CH3:13])[CH3:14]. The product is CC(C)(C)[Si](C)(C)OC1CCC(O)C1. The reactants are CC(C)(C)OC(=O)Cc1ccc(F)c(C#N)c1, CS(C)=O, CCOC(C)=O, [K+], [K+], [Na+], [Na+], O=C([O-])[O-], O=C([O-])[O-], COC(=O)c1ccc(O)cc1. The product is COC(=O)c1ccc(Oc2ccc(CC(=O)OC(C)(C)C)cc2C#N)cc1. As a reaction SMILES: [C:1](#[N:2])[c:3]1[cH:4][c:5]([CH2:10][C:11](=[O:12])[O:13][C:14]([CH3:15])([CH3:16])[CH3:17])[cH:6][cH:7][c:8]1[F:9].[CH3:35][S:36]([CH3:37])=[O:38].[CH3:39][CH2:40][O:41][C:42](=[O:43])[CH3:44].[K+:29].[K+:30].[Na+:45].[Na+:46].[O-:31][C:32]([O-:33])=[O:34].[O-:47][C:48](=[O:49])[O-:50].[OH:18][c:19]1[cH:20][cH:21][c:22]([C:23](=[O:24])[O:25][CH3:26])[cH:27][cH:28]1>>[C:1](#[N:2])[c:3]1[cH:4][c:5]([CH2:10][C:11](=[O:12])[O:13][C:14]([CH3:15])([CH3:16])[CH3:17])[cH:6][cH:7][c:8]1[O:18][c:19]1[cH:20][cH:21][c:22]([C:23](=[O:24])[O:25][CH3:26])[cH:27][cH:28]1. The reactants are COc1ccc(Oc2ccccc2)cc1C=O, CC(=O)[O-], CO, Cl, NO, [Na+], O. Product: COc1ccc(Oc2ccccc2)cc1C=NO. As a reaction SMILES: [CH3:1][O:2][c:3]1[c:4]([CH:5]=[O:6])[cH:7][c:8]([O:11][c:12]2[cH:13][cH:14][cH:15][cH:16][cH:17]2)[cH:9][cH:10]1.[CH3:23][C:24](=[O:25])[O-:26].[CH3:27][OH:28].[ClH:19].[NH2:20][OH:21].[Na+:22].[OH2:18]>>[CH3:1][O:2][c:3]1[c:4]([CH:5]=[N:20][OH:18])[cH:7][c:8]([O:11][c:12]2[cH:13][cH:14][cH:15][cH:16][cH:17]2)[cH:9][cH:10]1. The reactants are CC1=CC=C(C=C1)S(=O)(=O)OCC1OC2=C(C1)C=CC=C2Br ((±)-(7-bromo-2,3-dihydro-1-benzofuran-2-yl)methyl 4-methylbenzenesulfonate), O(C)C1=C(C=CC=C1OC)B(O)O ((2,3-dimethoxylphenyl)boronic acid), Intermediate 184. Yields the product CC1=CC=C(C=C1)S(=O)(=O)OCC1OC2=C(C1)C=CC=C2C2=C(C(=CC=C2)OC)OC ((±)-[7-(2,3-dimethoxylphenyl)-2,3-dihydro-1-benzofuran-2-yl]methyl 4-methylbenzenesulfonate). The yield is 82.0%. Reaction SMILES: [CH3:1][C:2]1[CH:7]=[CH:6][C:5]([S:8]([O:11][CH2:12][CH:13]2[CH2:17][C:16]3[CH:18]=[CH:19][CH:20]=[C:21](Br)[C:15]=3[O:14]2)(=[O:10])=[O:9])=[CH:4][CH:3]=1.[O:23]([C:25]1[C:30]([O:31][CH3:32])=[CH:29][CH:28]=[CH:27][C:26]=1B(O)O)[CH3:24]>>[CH3:1][C:2]1[CH:7]=[CH:6][C:5]([S:8]([O:11][CH2:12][CH:13]2[CH2:17][C:16]3[CH:18]=[CH:19][CH:20]=[C:21]([C:29]4[CH:28]=[CH:27][CH:26]=[C:25]([O:23][CH3:24])[C:30]=4[O:31][CH3:32])[C:15]=3[O:14]2)(=[O:10])=[O:9])=[CH:4][CH:3]=1. Procedure details: Treatment of (±)-(7-bromo-2,3-dihydro-1-benzofuran-2-yl)methyl 4-methylbenzenesulfonate (0.30 g, 0.783 mmol) with (2,3-dimethoxylphenyl)boronic acid (0.427 g, 2.35 mmol) generally according to the procedure described for Intermediate 184 provided 0.283 g (82%) of (±)-[7-(2,3-dimethoxylphenyl)-2,3-dihydro-1-benzofuran-2-yl]methyl 4-methylbenzenesulfonate as a white solid. Rf=0.43 (silica, ethyl acetate:hexanes 1:4).